This data is from the Open Reaction Database (ORD), a public repository of structured organic reaction records. The task is: describe an organic reaction: reactants, conditions, products, and yield Starting materials: CC1Cc2cc3c(cc2C(c2ccc([N+](=O)[O-])cc2)=NN1)OCO3, O=C=NCCCl, ClCCl. Yields the product CC1Cc2cc3c(cc2C(c2ccc([N+](=O)[O-])cc2)=NN1C(=O)NCCCl)OCO3. Reaction SMILES: [CH3:1][CH:2]1[NH:3][N:4]=[C:5]([c:16]2[cH:17][cH:18][c:19]([N+:22](=[O:23])[O-:24])[cH:20][cH:21]2)[c:6]2[c:7]([cH:9][c:10]3[c:11]([cH:12]2)[O:13][CH2:14][O:15]3)[CH2:8]1.[Cl:25][CH2:26][CH2:27][N:28]=[C:29]=[O:30].[Cl:31][CH2:32][Cl:33]>>[CH3:1][CH:2]1[N:3]([C:29]([NH:28][CH2:27][CH2:26][Cl:25])=[O:30])[N:4]=[C:5]([c:16]2[cH:17][cH:18][c:19]([N+:22](=[O:23])[O-:24])[cH:20][cH:21]2)[c:6]2[c:7]([cH:9][c:10]3[c:11]([cH:12]2)[O:13][CH2:14][O:15]3)[CH2:8]1.